The task is: describe an organic reaction: reactants, conditions, products, and yield. This data is from the Open Reaction Database (ORD), a public repository of structured organic reaction records. Starting materials: CC#N, Nc1ccc(-c2ccc(C(F)(F)F)cc2)cn1, O=C1CCC(=O)N1Br. The product is Nc1ncc(-c2ccc(C(F)(F)F)cc2)cc1Br. As a reaction SMILES: [CH3:26][C:27]#[N:28].[F:1][C:2]([c:3]1[cH:4][cH:5][c:6](-[c:9]2[cH:10][cH:11][c:12]([NH2:15])[n:13][cH:14]2)[cH:7][cH:8]1)([F:16])[F:17].[O:18]=[C:19]1[N:20]([Br:25])[C:21](=[O:22])[CH2:23][CH2:24]1>>[F:1][C:2]([c:3]1[cH:4][cH:5][c:6](-[c:9]2[cH:10][c:11]([Br:25])[c:12]([NH2:15])[n:13][cH:14]2)[cH:7][cH:8]1)([F:16])[F:17].